This data is from the Open Reaction Database (ORD), a public repository of structured organic reaction records. The task is: describe an organic reaction: reactants, conditions, products, and yield Starting materials: N=1C(=CN2C1C=CC=C2)COC2=CC=[N+](C=C2)[O-] (4-(Imidazo[1,2-a]pyridin-2-ylmethoxy)pyridine 1-oxide), C(C)(=O)OC(C)=O (acetic anhydride). Reaction conditions: temperature 80 celsius, time 1 hour. Product: N=1C(=CN2C1C=CC=C2)COC2=CC(NC=C2)=O (4-(Imidazo[1,2-a]pyridin-2-ylmethoxy)pyridine-2(1H)-one). The yield is 63.0%. As a reaction SMILES: [N:1]1[C:2]([CH2:10][O:11][C:12]2[CH:17]=[CH:16][N+:15]([O-])=[CH:14][CH:13]=2)=[CH:3][N:4]2[CH:9]=[CH:8][CH:7]=[CH:6][C:5]=12.C(OC(=O)C)(=[O:21])C>>[N:1]1[C:2]([CH2:10][O:11][C:12]2[CH:17]=[CH:16][NH:15][C:14](=[O:21])[CH:13]=2)=[CH:3][N:4]2[CH:9]=[CH:8][CH:7]=[CH:6][C:5]=12. Procedure details: 4-(Imidazo[1,2-a]pyridin-2-ylmethoxy)pyridine 1-oxide (1.50 g, 6.25 mmol) was heated at 140° C. in acetic anhydride (18 mL) for 2 h. The mixture was concentrated and heated at 80° C. for 2 h in 1:1 MeOH/H2O (50 mL). The resulting black solution was concentrated. The material was then partially dissolved in iPrOH (20 mL). Et2O (70 mL) was added, and the mixture was allowed to sit at ambient temperature for 1 h. The resulting solids were collected by filtration and washed with Et2O to yield the ti... The reactants are CO, CC(C)(C)OC(=O)Cc1ccc(Oc2ccc(C(=O)NCCc3ccc(Cl)cc3)cc2)c(C#N)c1, [H][H], N. Yields the product CC(C)(C)OC(=O)Cc1ccc(Oc2ccc(C(=O)NCCc3ccc(Cl)cc3)cc2)c(CN)c1. RXN SMILES: [CH3:39][OH:40].[Cl:1][c:2]1[cH:3][cH:4][c:5]([CH2:6][CH2:7][NH:8][C:9](=[O:10])[c:11]2[cH:12][cH:13][c:14]([O:15][c:16]3[c:17]([C:30]#[N:31])[cH:18][c:19]([CH2:22][C:23](=[O:24])[O:25][C:26]([CH3:27])([CH3:28])[CH3:29])[cH:20][cH:21]3)[cH:32][cH:33]2)[cH:34][cH:35]1.[H:36][H:37].[NH3:38]>>[Cl:1][c:2]1[cH:3][cH:4][c:5]([CH2:6][CH2:7][NH:8][C:9](=[O:10])[c:11]2[cH:12][cH:13][c:14]([O:15][c:16]3[c:17]([CH2:30][NH2:31])[cH:18][c:19]([CH2:22][C:23](=[O:24])[O:25][C:26]([CH3:27])([CH3:28])[CH3:29])[cH:20][cH:21]3)[cH:32][cH:33]2)[cH:34][cH:35]1. Reaction SMILES: [CH2:1]([O:3][C:4](=[O:20])[CH:5]([O:17][CH2:18][CH3:19])[CH2:6][C:7]1[C:15]2[O:14][CH2:13][CH2:12][C:11]=2[C:10]([OH:16])=[CH:9][CH:8]=1)[CH3:2].Cl[CH2:22][C:23]1[N:24]=[C:25]([C:29]2[CH:34]=[CH:33][CH:32]=[CH:31][CH:30]=2)[O:26][C:27]=1[CH3:28].C(=O)([O-])[O-].[K+].[K+].[I-].[K+]>>[CH2:1]([O:3][C:4](=[O:20])[CH:5]([O:17][CH2:18][CH3:19])[CH2:6][C:7]1[C:15]2[O:14][CH2:13][CH2:12][C:11]=2[C:10]([O:16][CH2:22][C:23]2[N:24]=[C:25]([C:29]3[CH:34]=[CH:33][CH:32]=[CH:31][CH:30]=3)[O:26][C:27]=2[CH3:28])=[CH:9][CH:8]=1)[CH3:2] |f:2.3.4,5.6|. Procedure details: In analogy to the procedure described in example 120 f], [rac]-2-ethoxy-3-(4-hydroxy-2,3-dihydro-benzofuran-7-yl)-propionic acid ethyl ester was reacted with 4-chloromethyl-5-methyl-2-phenyl-oxazole in the presence of potassium carbonate and potassium iodide to yield [rac]-2-ethoxy-3-[4-(5-methyl-2-phenyl-oxazol-4-ylmethoxy)-2,3-dihydro-benzofuran-7-yl]-propionic acid ethyl ester, which was further saponified in analogy to the procedure described in example 120 f] to yield [rac]-2-ethoxy-3-[4-(5... The product is C(C)OC(C(CC1=CC=C(C=2CCOC21)OCC=2N=C(OC2C)C2=CC=CC=C2)OCC)=O ([rac]-2-ethoxy-3-[4-(5-methyl-2-phenyl-oxazol-4-ylmethoxy)-2,3-dihydro-benzofuran-7-yl]-propionic acid ethyl ester). Reactants: ClCC=1N=C(OC1C)C1=CC=CC=C1 (4-chloromethyl-5-methyl-2-phenyl-oxazole), C([O-])([O-])=O.[K+].[K+] (potassium carbonate), [I-].[K+] (potassium iodide), C(C)OC(C(CC1=CC=C(C=2CCOC21)O)OCC)=O ([rac]-2-ethoxy-3-(4-hydroxy-2,3-dihydro-benzofuran-7-yl)-propionic acid ethyl ester). Reactants: C(C)OC(C(C)(C)C1=CC(=C(C=C1)OC)Br)=O (2-(3-bromo-4-methoxy-phenyl)-2-methyl-propionic acid ethyl ester), CC1(OB(OC1(C)C)C1=C(C=O)C=C(C=C1)C(F)(F)F)C (2-(4,4,5,5-tetramethyl-[1,3,2]dioxaborolan-2-yl)-5-trifluoromethyl-benzaldehyde). The product is C(C)OC(C(C)(C)C=1C=C(C(=CC1)OC)C1=C(C=C(C=C1)C(F)(F)F)C=O)=O (2-(2′-Formyl-6-methoxy-4′-trifluoromethyl-biphenyl-3-yl)-2-methyl-propionic acid ethyl ester). Reaction SMILES: [CH2:1]([O:3][C:4](=[O:17])[C:5]([C:8]1[CH:13]=[CH:12][C:11]([O:14][CH3:15])=[C:10](Br)[CH:9]=1)([CH3:7])[CH3:6])[CH3:2].CC1(C)C(C)(C)OB([C:26]2[CH:33]=[CH:32][C:31]([C:34]([F:37])([F:36])[F:35])=[CH:30][C:27]=2[CH:28]=[O:29])O1>>[CH2:1]([O:3][C:4](=[O:17])[C:5]([C:8]1[CH:9]=[C:10]([C:26]2[CH:33]=[CH:32][C:31]([C:34]([F:37])([F:36])[F:35])=[CH:30][C:27]=2[CH:28]=[O:29])[C:11]([O:14][CH3:15])=[CH:12][CH:13]=1)([CH3:7])[CH3:6])[CH3:2]. Reported procedure: Prepared according to the procedure described in Example 1, Step 4, using the following starting materials: 2-(3-bromo-4-methoxy-phenyl)-2-methyl-propionic acid ethyl ester and 2-(4,4,5,5-tetramethyl-[1,3,2]dioxaborolan-2-yl)-5-trifluoromethyl-benzaldehyde. As a reaction SMILES: [CH3:1][O:2][C:3](=[O:4])[CH:5]([C:6]([O:7][CH3:8])=[O:9])[CH2:10][c:11]1[cH:12][nH:13][c:14]2[cH:15][cH:16][c:17]([C:20]#[N:21])[cH:18][c:19]12.[CH:30]([Cl:31])([Cl:32])[Cl:33].[I-:23].[Na+:22].[cH:24]1[cH:25][cH:26][n:27][cH:28][cH:29]1>>[CH3:1][O:2][C:3](=[O:4])[CH2:5][CH2:10][c:11]1[cH:12][nH:13][c:14]2[cH:15][cH:16][c:17]([C:20]#[N:21])[cH:18][c:19]12. Reactants: COC(=O)C(Cc1c[nH]c2ccc(C#N)cc12)C(=O)OC, ClC(Cl)Cl, [I-], [Na+], c1ccncc1. Yields the product COC(=O)CCc1c[nH]c2ccc(C#N)cc12. Starting materials: C(C)(C)C=1C=CC2=C(N=CN=C2NC2=C(C=CC(=C2)C(N[C@@H](C(F)(F)F)C2=CC=CC=C2)=O)SC2=CC=C(C=C2)NC(OC(C)(C)C)=O)N1 ((R)-tert-Butyl 4-(2-(7-isopropylpyrido[2,3-d]pyrimidin-4-ylamino)-4-(2,2,2-trifluoro-1-phenylethylcarbamoyl)phenylthio)phenylcarbamate), C(C)(C)(C)OC(NC1=CC=C(C=C1)SC1=C(C=C(C=C1)C(N[C@@H](C)C1=CC=CC=C1)=O)NC=1C2=C(N=CN1)N=C(C=C2)C(C)C)=O ((S)-{4-[2-(7-Isopropyl-pyrido[2,3-d]pyrimidin-4-ylamino)-4-(1-phenyl-ethylcarbamoyl)-phenylsulfanyl]-phenyl}-carbamic acid tert-butyl ester). The product is NC1=CC=C(C=C1)SC1=C(C=C(C(=O)N[C@@H](C(F)(F)F)C2=CC=CC=C2)C=C1)NC=1C2=C(N=CN1)N=C(C=C2)C(C)C ((R)-4-(4-Aminophenylthio)-3-(7-isopropylpyrido[2,3-d]pyrimidin-4-ylamino)-N-(2,2,2-trifluoro-1-phenylethyl)benzamide). Yield: 88.0%. As a reaction SMILES: [CH:1]([C:4]1[CH:5]=[CH:6][C:7]2[C:12]([NH:13][C:14]3[CH:19]=[C:18]([C:20](=[O:33])[NH:21][C@H:22]([C:27]4[CH:32]=[CH:31][CH:30]=[CH:29][CH:28]=4)[C:23]([F:26])([F:25])[F:24])[CH:17]=[CH:16][C:15]=3[S:34][C:35]3[CH:40]=[CH:39][C:38]([NH:41]C(=O)OC(C)(C)C)=[CH:37][CH:36]=3)=[N:11][CH:10]=[N:9][C:8]=2[N:49]=1)([CH3:3])[CH3:2].C(OC(=O)NC1C=CC(SC2C=CC(C(=O)N[C@H](C3C=CC=CC=3)C)=CC=2NC2C3C=CC(C(C)C)=NC=3N=CN=2)=CC=1)(C)(C)C>>[NH2:41][C:38]1[CH:39]=[CH:40][C:35]([S:34][C:15]2[CH:16]=[CH:17][C:18]([C:20]([NH:21][C@H:22]([C:27]3[CH:28]=[CH:29][CH:30]=[CH:31][CH:32]=3)[C:23]([F:24])([F:25])[F:26])=[O:33])=[CH:19][C:14]=2[NH:13][C:12]2[C:7]3[CH:6]=[CH:5][C:4]([CH:1]([CH3:3])[CH3:2])=[N:49][C:8]=3[N:9]=[CH:10][N:11]=2)=[CH:36][CH:37]=1. Procedure: The title compound was prepared (yield 88%) by the procedure in Example 385G substituting the product of Example 447D for the product of Example 385F.